From a dataset of the Open Reaction Database (ORD), a public repository of structured organic reaction records. describe an organic reaction: reactants, conditions, products, and yield Yields the product COC1=CC=C(C=C1)C=1C=NC=2N(C1NC1CCCC1)N=CN2 (6-(4-methoxyphenyl)-7-cyclopentylamino-1,2,4-triazolo-[1,5-a]pyrimidine). Solvent: CO (methanol), [OH-].[Na+] (sodium hydroxide). Procedure: 5-Chloro-6-(4-methoxyphenyl)-7-cyclopentylamino1,2,4-triazolo[1,5-a]pyrimidine (5.1 g, 14.8 mmol), prepared by a method analogous to Example 1, was dissolved in a mixture of methanol (100 ml) and aqueous sodium hydroxide (1N, 15 ml), palladium (0.5 g; on charcoal, 5% E 10N) was added and the reaction mixture stirred for 3 hours under hydrogen (5 bar). The catalyst was removed by filtration and the filtrate evaporated in vacuo. Column chromatography of the residue on a silica gel column (3.5×15 c... Isolated yield 56.8%. Reactants: ClC1=NC=2N(C(=C1C1=CC=C(C=C1)OC)NC1CCCC1)N=CN2 (5-Chloro-6-(4-methoxyphenyl)-7-cyclopentylamino1,2,4-triazolo[1,5-a]pyrimidine). Reaction conditions: time 3 hour. Reaction SMILES: Cl[C:2]1[C:7]([C:8]2[CH:13]=[CH:12][C:11]([O:14][CH3:15])=[CH:10][CH:9]=2)=[C:6]([NH:16][CH:17]2[CH2:21][CH2:20][CH2:19][CH2:18]2)[N:5]2[N:22]=[CH:23][N:24]=[C:4]2[N:3]=1>CO.[OH-].[Na+].[Pd]>[CH3:15][O:14][C:11]1[CH:12]=[CH:13][C:8]([C:7]2[CH:2]=[N:3][C:4]3[N:5]([N:22]=[CH:23][N:24]=3)[C:6]=2[NH:16][CH:17]2[CH2:21][CH2:20][CH2:19][CH2:18]2)=[CH:9][CH:10]=1 |f:2.3|. The reagents and catalysts are [Pd] (palladium). Starting materials: NNc1ccc(Br)cn1, CC(C)C(=O)Cl, CN(C)C=O, CCN(C(C)C)C(C)C, ClCCl, O. Yields the product CC(C)C(=O)NNc1ccc(Br)cn1. Reaction SMILES: [Br:1][c:2]1[cH:3][cH:4][c:5]([NH:8][NH2:9])[n:6][cH:7]1.[C:19]([CH:20]([CH3:21])[CH3:22])(=[O:23])[Cl:24].[CH3:28][N:29]([CH3:30])[CH:31]=[O:32].[CH:10]([N:11]([CH2:12][CH3:13])[CH:14]([CH3:15])[CH3:16])([CH3:17])[CH3:18].[Cl:25][CH2:26][Cl:27].[OH2:33]>>[Br:1][c:2]1[cH:3][cH:4][c:5]([NH:8][NH:9][C:19]([CH:20]([CH3:21])[CH3:22])=[O:23])[n:6][cH:7]1.